This data is from the Open Reaction Database (ORD), a public repository of structured organic reaction records. The task is: describe an organic reaction: reactants, conditions, products, and yield Reactants: CC(C)(C)OC(=O)NC1CCCN(C(=O)OCc2ccccc2)C1, [H-], CCI, [Na+], CN(C)C=O, O. Yields the product CCN(C(=O)OC(C)(C)C)C1CCCN(C(=O)OCc2ccccc2)C1. As a reaction SMILES: [C:1]([CH3:2])([CH3:3])([CH3:4])[O:5][C:6](=[O:7])[NH:8][CH:9]1[CH2:10][N:11]([C:15](=[O:16])[O:17][CH2:18][c:19]2[cH:20][cH:21][cH:22][cH:23][cH:24]2)[CH2:12][CH2:13][CH2:14]1.[H-:25].[I:27][CH2:28][CH3:29].[Na+:26].[O:31]=[CH:32][N:33]([CH3:34])[CH3:35].[OH2:30]>>[C:1]([CH3:2])([CH3:3])([CH3:4])[O:5][C:6](=[O:7])[N:8]([CH:9]1[CH2:10][N:11]([C:15](=[O:16])[O:17][CH2:18][c:19]2[cH:20][cH:21][cH:22][cH:23][cH:24]2)[CH2:12][CH2:13][CH2:14]1)[CH2:28][CH3:29]. Reactants: N1(C=NC=C1)C[C@H](C1=CC=CC=C1)OC1=C(C=2CCCC(C2C=C1)=O)CS(=O)(=O)C1=C(C(=O)O)C=CC=C1 (2-{[(2-{[(1S)-2-(1H-imidazol-1-yl)-1-phenylethyl]oxy}-5-oxo-5,6,7,8-tetrahydro-1-naphthalenyl)methyl] sulfonyl}benzoic acid), NC(CO)CO (serinol). The product is OCC(CO)NC(C1=C(C=CC=C1)S(=O)(=O)CC1=C(C=CC=2C(CCCC12)=O)O[C@H](CN1C=NC=C1)C1=CC=CC=C1)=O (N-[2-Hydroxy-1-(hydroxymethyl)ethyl]-2-{[(2-{[(1S)-2-(1H-imidazol-1-yl)-1-phenylethyl]oxy}-5-oxo-5,6,7,8-tetrahydro-1-naphthalenyl)methyl]sulfonyl}benzamide). Isolated yield 38.1%. As a reaction SMILES: [N:1]1([CH2:6][C@@H:7]([O:14][C:15]2[CH:24]=[CH:23][C:22]3[C:21](=[O:25])[CH2:20][CH2:19][CH2:18][C:17]=3[C:16]=2[CH2:26][S:27]([C:30]2[CH:38]=[CH:37][CH:36]=[CH:35][C:31]=2[C:32]([OH:34])=O)(=[O:29])=[O:28])[C:8]2[CH:13]=[CH:12][CH:11]=[CH:10][CH:9]=2)[CH:5]=[CH:4][N:3]=[CH:2]1.[NH2:39][CH:40]([CH2:43][OH:44])[CH2:41][OH:42]>>[OH:42][CH2:41][CH:40]([NH:39][C:32](=[O:34])[C:31]1[CH:35]=[CH:36][CH:37]=[CH:38][C:30]=1[S:27]([CH2:26][C:16]1[C:17]2[CH2:18][CH2:19][CH2:20][C:21](=[O:25])[C:22]=2[CH:23]=[CH:24][C:15]=1[O:14][C@@H:7]([C:8]1[CH:9]=[CH:10][CH:11]=[CH:12][CH:13]=1)[CH2:6][N:1]1[CH:5]=[CH:4][N:3]=[CH:2]1)(=[O:28])=[O:29])[CH2:43][OH:44]. Procedure details: Using the method in Example 172, 2-{[(2-{[(1S)-2-(1H-imidazol-1-yl)-1-phenylethyl]oxy}-5-oxo-5,6,7,8-tetrahydro-1-naphthalenyl)methyl] sulfonyl}benzoic acid (53 mg, 0.10 mmol, 0.20M in DMF) and serinol (46 mg, 0.50 mmol, 1.0M in DMF) were combined (reaction time 3 days at room temperature) to give 23 mg of the desired compound: Low resolution mass spectrum (LC-MS, APCI) m/z 604 [M+H]+. The reactants are CN1C(N(C2=C1C=C(C=C2)C=2N=CNC2C=2C=C(C=CC2)C)C2=CC=CC=C2)=O (3-Methyl-1-phenyl-5-(5-m-tolyl-1H-imidazol-4-yl)-1,3-dihydro-benzoimidazol-2-one), [H-].[Na+] (NaH), ClC1=NC=CN=C1 (2-chloropyrazine). Run in CN(C)C=O (DMF). Run at temperature 120 celsius, time 20 minute. Yields the product CN1C(N(C2=C1C=C(C=C2)C=2N(CNC2C=2C=C(C=CC2)C)C2=NC=CN=C2)C2=CC=CC=C2)=O (3-Methyl-1-phenyl-5-(3-pyrazin-2-yl-5-m-tolyl-1H-imidazol-4-yl)-1,3-dihydro-benzoimidazol-2-one). As a reaction SMILES: [CH3:1][N:2]1[C:6]2[CH:7]=[C:8]([C:11]3[N:12]=[CH:13][NH:14][C:15]=3[C:16]3[CH:17]=[C:18]([CH3:22])[CH:19]=[CH:20][CH:21]=3)[CH:9]=[CH:10][C:5]=2[N:4]([C:23]2[CH:28]=[CH:27][CH:26]=[CH:25][CH:24]=2)[C:3]1=[O:29].[H-].[Na+].Cl[C:33]1[CH:38]=[N:37][CH:36]=[CH:35][N:34]=1>CN(C=O)C>[CH3:1][N:2]1[C:6]2[CH:7]=[C:8]([C:11]3[N:12]([C:33]4[CH:38]=[N:37][CH:36]=[CH:35][N:34]=4)[CH2:13][NH:14][C:15]=3[C:16]3[CH:17]=[C:18]([CH3:22])[CH:19]=[CH:20][CH:21]=3)[CH:9]=[CH:10][C:5]=2[N:4]([C:23]2[CH:28]=[CH:27][CH:26]=[CH:25][CH:24]=2)[C:3]1=[O:29] |f:1.2|. Procedure: To a stirred solution of 3-Methyl-1-phenyl-5-(5-m-tolyl-1H-imidazol-4-yl)-1,3-dihydro-benzoimidazol-2-one (prepared as described previously in Example 200, 33 mg, 0.087 mmol) in DMF (0.1 mL) was added NaH (4 mg, 0.095 mmol). After stirring for 20 min, 2-chloropyrazine (9.3 mL, 0.10 μmol) was added and the reaction mixture was heated to 120° C. for 14 hours. The reaction mixture was cooled to room temperature and concentrated in vacuo. The residue was purified by LC (Waters Symmetry C8, formic ac... Reactants: C=O, CCOP(=O)(CC1CCNC(C(N)=O)C1)OCC, CO. Yields the product CCOP(=O)(CC1CCN(C)C(C(N)=O)C1)OCC. As a reaction SMILES: [CH2:19]=[O:20].[CH2:1]([CH3:2])[O:3][P:4](=[O:5])([O:6][CH2:7][CH3:8])[CH2:9][CH:10]1[CH2:11][CH:12]([C:16](=[O:17])[NH2:18])[NH:13][CH2:14][CH2:15]1.[CH3:21][OH:22]>>[CH2:1]([CH3:2])[O:3][P:4](=[O:5])([O:6][CH2:7][CH3:8])[CH2:9][CH:10]1[CH2:11][CH:12]([C:16](=[O:17])[NH2:18])[N:13]([CH3:19])[CH2:14][CH2:15]1.